From a dataset of the Open Reaction Database (ORD), a public repository of structured organic reaction records. describe an organic reaction: reactants, conditions, products, and yield The reactants are CCO, Cc1cc(C)c(C)c(CCl)c1C, [Na+], [OH-], O, CCC(=O)c1ccc(O)cc1. Product: CCC(=O)c1ccc(OCc2c(C)c(C)cc(C)c2C)cc1. As a reaction SMILES: [CH3:26][CH2:27][OH:28].[Cl:14][CH2:15][c:16]1[c:17]([CH3:25])[c:18]([CH3:24])[cH:19][c:20]([CH3:23])[c:21]1[CH3:22].[Na+:2].[OH-:1].[OH2:29].[OH:3][c:4]1[cH:5][cH:6][c:7]([C:10]([CH2:11][CH3:12])=[O:13])[cH:8][cH:9]1>>[O:3]([c:4]1[cH:5][cH:6][c:7]([C:10]([CH2:11][CH3:12])=[O:13])[cH:8][cH:9]1)[CH2:15][c:16]1[c:17]([CH3:25])[c:18]([CH3:24])[cH:19][c:20]([CH3:23])[c:21]1[CH3:22]. The reactants are C1COCCO1, C1CCC(P(C2CCCCC2)C2CCCCC2)CC1, CNc1nc(Cl)nc(N2CCC(C(=O)NCc3ccccc3C(F)(F)F)CC2)n1, CC(=O)[O-], CC(=O)[O-], O, [Pd+2], OB(O)c1ccccc1. Product: CNc1nc(-c2ccccc2)nc(N2CCC(C(=O)NCc3ccccc3C(F)(F)F)CC2)n1. RXN SMILES: [CH2:29]1[O:30][CH2:31][CH2:32][O:33][CH2:34]1.[CH:1]1([P:2]([CH:3]2[CH2:4][CH2:5][CH2:6][CH2:7][CH2:8]2)[CH:9]2[CH2:10][CH2:11][CH2:12][CH2:13][CH2:14]2)[CH2:15][CH2:16][CH2:17][CH2:18][CH2:19]1.[Cl:35][c:36]1[n:37][c:38]([N:44]2[CH2:45][CH2:46][CH:47]([C:50](=[O:51])[NH:52][CH2:53][c:54]3[c:55]([C:60]([F:61])([F:62])[F:63])[cH:56][cH:57][cH:58][cH:59]3)[CH2:48][CH2:49]2)[n:39][c:40]([NH:42][CH3:43])[n:41]1.[O-:66][C:67]([CH3:68])=[O:69].[O-:70][C:71]([CH3:72])=[O:73].[OH2:64].[Pd+2:65].[c:20]1([B:26]([OH:27])[OH:28])[cH:21][cH:22][cH:23][cH:24][cH:25]1>>[c:20]1(-[c:36]2[n:37][c:38]([N:44]3[CH2:45][CH2:46][CH:47]([C:50](=[O:51])[NH:52][CH2:53][c:54]4[c:55]([C:60]([F:61])([F:62])[F:63])[cH:56][cH:57][cH:58][cH:59]4)[CH2:48][CH2:49]3)[n:39][c:40]([NH:42][CH3:43])[n:41]2)[cH:21][cH:22][cH:23][cH:24][cH:25]1. Reactants: C(#N)CN1CC=2C=3N(C(NC2CC1)=O)N=C(N3)C3=C(C=CC=C3)F (9-cyanomethyl-2-(2-fluorophenyl)-7,8,9,10-tetrahydropyrido[3,4-e][1,2,4]triazolo[1,5-c]pyrimidin-5(6H)one), [N-]=[N+]=[N-].[Na+] (sodium azide), [Cl-].[NH4+] (ammonium chloride). Solvent: CN(C=O)C (dimethylformamide). Run at time 3 hour. Yields the product FC1=C(C=CC=C1)C1=NN2C(NC3=C(C2=N1)CN(CC3)CC3=NN=NN3)=O (2-(2-fluorophenyl)-9-tetrazolylmethyl-7,8,9,10-tetrahydropyrido[3,4-e][1,2,4]triazolo[1,5-c]pyrimidine-5(6H)one). RXN SMILES: [C:1]([CH2:3][N:4]1[CH2:13][CH2:12][C:11]2[NH:10][C:9](=[O:14])[N:8]3[N:15]=[C:16]([C:18]4[CH:23]=[CH:22][CH:21]=[CH:20][C:19]=4[F:24])[N:17]=[C:7]3[C:6]=2[CH2:5]1)#[N:2].[N-:25]=[N+:26]=[N-:27].[Na+].[Cl-].[NH4+]>CN(C)C=O>[F:24][C:19]1[CH:20]=[CH:21][CH:22]=[CH:23][C:18]=1[C:16]1[N:17]=[C:7]2[N:8]([C:9](=[O:14])[NH:10][C:11]3[CH2:12][CH2:13][N:4]([CH2:3][C:1]4[NH:27][N:26]=[N:25][N:2]=4)[CH2:5][C:6]=32)[N:15]=1 |f:1.2,3.4|. Procedure details: A mixture of the product of Example 50 (640 mg), sodium azide (1.41 g), ammonium chloride (120 mg) and dimethylformamide (10 mL) is stirred at 90° over 3 hours under nitrogen. The mixture is cooled and quenched in ice-water (40 mL), stirred 1/2 hour, and cautiously acidified with glacial acetic acid to afford the solid product 2-(2-fluorophenyl)-9-tetrazolylmethyl-7,8,9,10-tetrahydropyrido[3,4-e][1,2,4]triazolo[1,5-c]pyrimidine-5(6H)one.